This data is from the Open Reaction Database (ORD), a public repository of structured organic reaction records. The task is: describe an organic reaction: reactants, conditions, products, and yield The reactants are C(Cl)(Cl)Cl (chloroform), ClC1=CC=C(C=C1)CC#N (p-chlorophenylacetonitrile), C1(=CC=CC=C1)S(=O)(=O)SCC(CSS(=O)(=O)C1=CC=CC=C1)N(C)C (1,3-bis(benzenesulfonylthio)-2-(N,N-dimethylamino)propane), N12CCCCCC2=NCCC1 (1,8-diazabicyclo[5,4,0]undeca-7-ene). The solvent is C1(=CC=CC=C1)C (toluene). Run at time 4 hour. Product: C(#N)C1(SCC(CS1)N(C)C)C1=CC=C(C=C1)Cl (2-cyano-2-(p-chlorophenyl)-5-(N,N-dimethylamino)-1,3-dithiane). Isolated yield 87.0%. Reaction SMILES: C(Cl)(Cl)Cl.[Cl:5][C:6]1[CH:11]=[CH:10][C:9]([CH2:12][C:13]#[N:14])=[CH:8][CH:7]=1.C1(S([S:24][CH2:25][CH:26]([N:38]([CH3:40])[CH3:39])[CH2:27][S:28]S(C2C=CC=CC=2)(=O)=O)(=O)=O)C=CC=CC=1.N12CCCN=C1CCCCC2>C1(C)C=CC=CC=1>[C:13]([C:12]1([C:9]2[CH:10]=[CH:11][C:6]([Cl:5])=[CH:7][CH:8]=2)[S:28][CH2:27][CH:26]([N:38]([CH3:40])[CH3:39])[CH2:25][S:24]1)#[N:14]. Procedure: To 20 ml of chloroform were added 1.52 g (0.01 mole) of p-chlorophenylacetonitrile and 4.3 g (0.01 mole) of 1,3-bis(benzenesulfonylthio)-2-(N,N-dimethylamino)propane, and then 3.1 g (0.02 mole) of 1,8-diazabicyclo[5,4,0]undeca-7-ene was added thereto at room temperature. After completion of addition, the reaction was allowed to proceed at 40° C. for 4 hours. The reaction mixture was washed with two 20-ml portions of water, dried over anhydrous magnesium sulfate and concentrated to dryness. The c... Starting materials: Cc1cccc2nc(C(C)Nc3ncnc4c3ncn4COCC[Si](C)(C)C)n(-c3cccc(C(N)=O)c3)c(=O)c12, CO, Cc1cccc2nc(C(C)Nc3ncnc4[nH]cnc34)n(-c3cccc(O)c3)c(=O)c12. Yields the product Cc1cccc2nc(C(C)Nc3ncnc4[nH]cnc34)n(-c3cccc(C(N)=O)c3)c(=O)c12. As a reaction SMILES: [CH3:1][c:2]1[c:3]2[c:4](=[O:41])[n:5](-[c:32]3[cH:33][c:34]([C:35](=[O:36])[NH2:37])[cH:38][cH:39][cH:40]3)[c:6]([CH:12]([CH3:13])[NH:14][c:15]3[c:16]4[n:17][cH:18][n:19]([CH2:24][O:25][CH2:26][CH2:27][Si:28]([CH3:29])([CH3:30])[CH3:31])[c:20]4[n:21][cH:22][n:23]3)[n:7][c:8]2[cH:9][cH:10][cH:11]1.[CH3:73][OH:74].[OH:42][c:43]1[cH:44][c:45](-[n:46]2[c:47](=[O:48])[c:49]3[c:50]([cH:51][cH:52][cH:53][c:54]3[CH3:55])[n:56][c:57]2[CH:58]([NH:59][c:60]2[n:61][cH:62][n:63][c:64]3[c:65]2[n:66][cH:67][nH:68]3)[CH3:69])[cH:70][cH:71][cH:72]1>>[CH3:1][c:2]1[c:3]2[c:4](=[O:41])[n:5](-[c:32]3[cH:33][c:34]([C:35](=[O:36])[NH2:37])[cH:38][cH:39][cH:40]3)[c:6]([CH:12]([CH3:13])[NH:14][c:15]3[c:16]4[n:17][cH:18][nH:19][c:20]4[n:21][cH:22][n:23]3)[n:7][c:8]2[cH:9][cH:10][cH:11]1. Starting materials: C(C1=CC=CC=C1)OC([C@H](N(C(=O)OC(C)(C)C)CC(=O)OC(C)(C)C)CC(C)C)=O (N-(t-butyloxycarbonyl)methyl-N-t-butyloxycarbonyl-D-leucine benzyl ester), [H][H] (hydrogen). The reagents and catalysts are [C].[Pd] (palladium-carbon). Solvent: CO (methanol). The product is C(C)(C)(C)OC(=O)CN([C@H](CC(C)C)C(=O)O)C(=O)OC(C)(C)C (N-(t-butyloxycarbonyl)methyl-N-t-butyloxycarbonyl-D-leucine). Isolated yield 99.7%. Reaction SMILES: C([O:8][C:9](=[O:31])[C@@H:10]([CH2:27][CH:28]([CH3:30])[CH3:29])[N:11]([CH2:19][C:20]([O:22][C:23]([CH3:26])([CH3:25])[CH3:24])=[O:21])[C:12]([O:14][C:15]([CH3:18])([CH3:17])[CH3:16])=[O:13])C1C=CC=CC=1.[H][H]>CO.[C].[Pd]>[C:23]([O:22][C:20]([CH2:19][N:11]([C:12]([O:14][C:15]([CH3:17])([CH3:16])[CH3:18])=[O:13])[C@@H:10]([C:9]([OH:31])=[O:8])[CH2:27][CH:28]([CH3:30])[CH3:29])=[O:21])([CH3:24])([CH3:25])[CH3:26] |f:3.4|. Procedure details: N-(t-butyloxycarbonyl)methyl-N-t-butyloxycarbonyl-D-leucine benzyl ester (2.1 g) was dissolved in methanol (25 ml), and 10% palladium-carbon (210 mg) was added. The resulting mixture aerated with hydrogen was allowed to react at room temperature for 3 h, filtered and concentrated under reduced pressure to remove the solvent to give a colourless oil (1.66 g, 96%), which was directly used for the next reaction.